From a dataset of the Open Reaction Database (ORD), a public repository of structured organic reaction records. describe an organic reaction: reactants, conditions, products, and yield Starting materials: aqueous solution, [Ag] (silver), [N+](=O)([O-])[O-].[Ag+] (silver nitrate), C(CCCCCCCCCCC)(=O)O (Lauric Acid), OC(=O)CCCCCCCCC (capric acid), Br (hydrogen bromide), silver ion, OC(=O)CCCCCCCCC (capric acid), N-halo. Solvent: C(C)(=O)OCCCC (butyl acetate). Product: [O-]C(=O)CCCCCCCCC.[Ag+] (silver caprate), [Ag]Br (silver bromide). As a reaction SMILES: [OH:1][C:2]([CH2:4][CH2:5][CH2:6][CH2:7][CH2:8][CH2:9][CH2:10][CH2:11][CH3:12])=[O:3].C(O)(=O)CCCCCCCCCCC.[Ag:27].[N+]([O-])([O-])=O.[Ag+].[BrH:33]>C(OCCCC)(=O)C>[O-:3][C:2]([CH2:4][CH2:5][CH2:6][CH2:7][CH2:8][CH2:9][CH2:10][CH2:11][CH3:12])=[O:1].[Ag+:27].[Ag:27][Br:33] |f:3.4,7.8|. Procedure details: A solution of 8.5 g of capric acid dissolved in 100 ml of butyl acetate was kept to 5° C, and 0.7 g of an N-halo compound of the invention (Compound 2) was emulsified in the solution with stirring. To the emulsion, 50 ml of an aqueous solution of silver ammine complex salt containing 8.5 g of silver nitrate (5° C) was added dropwise over a period of 30 seconds to react the capric acid, hydrogen bromide and silver ion and to form silver caprate and silver bromide, simultaneously. After removing t... Reactants: FC1=CC=C(C=C1)C=1C=NC(=NC1)N (5-(4-fluorophenyl)pyrimidin-2-amine), ClC(C=O)CC1=CC=C(C=C1)OC (2-chloro-3-(4-methoxyphenyl)propanal), C(CCCC)O (amyl alcohol). Run at temperature 130 celsius. Yields the product FC1=CC=C(C=C1)C=1C=NC=2N(C1)C(=CN2)CC2=CC=C(C=C2)OC (6-(4-Fluorophenyl)-3-(4-methoxybenzyl)imidazo[1,2-a]pyrimidine). RXN SMILES: [F:1][C:2]1[CH:7]=[CH:6][C:5]([C:8]2[CH:9]=[N:10][C:11]([NH2:14])=[N:12][CH:13]=2)=[CH:4][CH:3]=1.Cl[CH:16]([CH2:19][C:20]1[CH:25]=[CH:24][C:23]([O:26][CH3:27])=[CH:22][CH:21]=1)[CH:17]=O.C(O)CCCC>>[F:1][C:2]1[CH:3]=[CH:4][C:5]([C:8]2[CH:13]=[N:12][C:11]3[N:10]([C:16]([CH2:19][C:20]4[CH:21]=[CH:22][C:23]([O:26][CH3:27])=[CH:24][CH:25]=4)=[CH:17][N:14]=3)[CH:9]=2)=[CH:6][CH:7]=1. Reported procedure: A mixture of 5-(4-fluorophenyl)pyrimidin-2-amine (50 mg, 0.3 mmol), 2-chloro-3-(4-methoxyphenyl)propanal (52 mg, 0.26 mmol) in tent-amyl alcohol (1.0 mL) in a sealed reaction vial was heated at 130° C. for 3 hours. After cooling, the mixture was purified by preparative HPLC to afford the desired product. LCMS: (M+H)=334.0. The reactants are ClCCCBr, CCOC(=O)Cc1ccc(O)c(OC)c1, O=C([O-])[O-], CC(C)=O, [K+], [K+]. The product is CCOC(=O)Cc1ccc(OCCCCl)c(OC)c1. Reaction SMILES: [Br:16][CH2:17][CH2:18][CH2:19][Cl:20].[C:1]([CH2:2][c:3]1[cH:4][c:5]([O:6][CH3:7])[c:8]([OH:9])[cH:10][cH:11]1)(=[O:12])[O:13][CH2:14][CH3:15].[C:21](=[O:22])([O-:23])[O-:24].[CH3:27][C:28](=[O:29])[CH3:30].[K+:25].[K+:26]>>[C:1]([CH2:2][c:3]1[cH:4][c:5]([O:6][CH3:7])[c:8]([O:9][CH2:17][CH2:18][CH2:19][Cl:20])[cH:10][cH:11]1)(=[O:12])[O:13][CH2:14][CH3:15].